From a dataset of the Open Reaction Database (ORD), a public repository of structured organic reaction records. describe an organic reaction: reactants, conditions, products, and yield Starting materials: C(N)(=O)C1=CCCNC1 (5-carbamoyl-1,2,3,6-tetrahydropyridine), ClC1=C2N(C(N(C2=NC(=N1)C)C1=C(C=C(C=C1)C(C)C)SC)=O)CC(=O)N (2-[6-chloro-2-methyl-8-oxo-9-(4-isopropyl-2-methylthiophenyl)-8,9-dihydropurin-7-yl]acetamide), C(C)(C)N(CC)C(C)C (diisopropylethylamine). The reagents and catalysts are O (water). Solvent: C(C)O (ethanol). Yields the product C(N)(=O)C=1CCN(CC1)C1=C2N(C(N(C2=NC(=N1)C)C1=C(C=C(C=C1)C(C)C)SC)=O)CC(=O)N (2-[6-(4-carbamoyl-1,2,3,6-tetrahydropyridin-1-yl)-2-methyl-8-oxo-9-(4-isopropyl-2-methylthiophenyl)-8,9-dihydropurin-7-yl]acetamide). The yield is 45.0%. Reaction SMILES: [C:1]([C:4]1CNCCC=1)(=[O:3])[NH2:2].Cl[C:11]1[N:19]=[C:18]([CH3:20])[N:17]=[C:16]2[C:12]=1[N:13]([CH2:33][C:34]([NH2:36])=[O:35])[C:14](=[O:32])[N:15]2[C:21]1[CH:26]=[CH:25][C:24]([CH:27]([CH3:29])[CH3:28])=[CH:23][C:22]=1[S:30][CH3:31].C([N:40]([CH:43]([CH3:45])C)[CH2:41][CH3:42])(C)C>C(O)C.O>[C:1]([C:4]1[CH2:45][CH2:43][N:40]([C:11]2[N:19]=[C:18]([CH3:20])[N:17]=[C:16]3[C:12]=2[N:13]([CH2:33][C:34]([NH2:36])=[O:35])[C:14](=[O:32])[N:15]3[C:21]2[CH:26]=[CH:25][C:24]([CH:27]([CH3:29])[CH3:28])=[CH:23][C:22]=2[S:30][CH3:31])[CH2:41][CH:42]=1)(=[O:3])[NH2:2]. Procedure details: In 4 ml of ethanol, 0.16 g of 5-carbamoyl-1,2,3,6-tetrahydropyridine hydrochlioride, 0.40 g of 2-[6-chloro-2-methyl-8-oxo-9-(4-isopropyl-2-methylthiophenyl)-8,9-dihydropurin-7-yl]acetamide, and 0.38 g of diisopropylethylamine were dissolved. Several drops of water were added thereto, and the reaction mixture was heated under reflux for 17 hours. The reaction mixture was concentrated under reduced pressure. The residue was purified by silica gel column chromatography (eluent:chloroform—methanol=7... Starting materials: CCc1cnc(CC)c(NC2CN(C(=O)OCc3ccccc3)CC2O)n1, CCOC1Cc2ccccc2C1Nc1nc(CC)c(-c2ccc(Cl)cc2Cl)nc1CC, FCCBr. Yields the product CCc1cnc(CC)c(NC2CN(C(=O)OCc3ccccc3)CC2OCCF)n1. RXN SMILES: [CH2:32]([c:33]1[cH:34][cH:35][cH:36][cH:37][cH:38]1)[O:39][C:40](=[O:41])[N:42]1[CH2:43][CH:44]([NH:48][c:49]2[n:50][c:51]([CH2:57][CH3:58])[cH:52][n:53][c:54]2[CH2:55][CH3:56])[CH:45]([OH:47])[CH2:46]1.[Cl:1][c:2]1[cH:3][c:4]([Cl:5])[cH:6][cH:7][c:8]1-[c:9]1[n:10][c:11]([CH2:12][CH3:13])[c:14]([NH:15][CH:16]2[c:17]3[c:18]([cH:19][cH:20][cH:21][cH:22]3)[CH2:23][CH:24]2[O:25][CH2:26][CH3:27])[n:28][c:29]1[CH2:30][CH3:31].[F:59][CH2:60][CH2:61][Br:62]>>[CH2:32]([c:33]1[cH:34][cH:35][cH:36][cH:37][cH:38]1)[O:39][C:40](=[O:41])[N:42]1[CH2:43][CH:44]([NH:48][c:49]2[n:50][c:51]([CH2:57][CH3:58])[cH:52][n:53][c:54]2[CH2:55][CH3:56])[CH:45]([O:47][CH2:61][CH2:60][F:59])[CH2:46]1. Reactants: C[N+]1(CCOCC1)[O-] (N-methylmorpholine N-oxide), CNC(=O)ON=C1SC2C=CC1CC2 (2-thiabicyclo[2.2.2]oct-5-en-3-one O-[(methylamino)carbonyl]oxime), solution, CC(=O)C (acetone), S([O-])(O)=O.[Na+] (sodium bisulfite), [Si]([O-])([O-])([O-])[O-].[Mg+2].[Mg+2] (magnesium silicate). The reagents and catalysts are [Os](=O)(=O)(=O)=O (osmium tetroxide). Solvent: C(C)(C)(C)O (tert-butanol), O (water). Reaction conditions: time 48 hour. Product: CNC(=O)ON=C1SC2C(C(C1CC2)O)O (5,6-Dihydroxy-2-thiabicyclo[2.2.2]octan-3-one O-[(methylamino)carbonyl]oxime). Reaction SMILES: C[N+]1([O-])CC[O:5]CC1.[CH3:9][NH:10][C:11]([O:13][N:14]=[C:15]1C2CC[CH:17]([CH:18]=[CH:19]2)[S:16]1)=[O:12].S(=O)(O)[O-].[Na+].[Si]([O-])([O-])([O-])[O-].[Mg+2].[Mg+2].[CH3:35][C:36]([CH3:38])=[O:37]>C(O)(C)(C)C.[Os](=O)(=O)(=O)=O.O>[CH3:9][NH:10][C:11]([O:13][N:14]=[C:15]1[CH:38]2[CH2:19][CH2:18][CH:17]([CH:35]([OH:5])[CH:36]2[OH:37])[S:16]1)=[O:12] |f:2.3,4.5.6|. Procedure: To a solution of 6.5 g (0.048 m) of N-methylmorpholine N-oxide and 5.0 g (0.024 m) of 2-thiabicyclo[2.2.2]oct-5-en-3-one O-[(methylamino)carbonyl]oxime in 20 ml of acetone was added 15 ml of a 0.5% solution of osmium tetroxide in tert-butanol. The reaction mixture was stirred at room temperature for 48 hours, then treated with a slurry of 1 g sodium bisulfite, 15 g of magnesium silicate, and 50 ml of water. After being stirred for 30 minutes, the mixture was filtered. The filtrate was extracted ...